The task is: describe an organic reaction: reactants, conditions, products, and yield. This data is from the Open Reaction Database (ORD), a public repository of structured organic reaction records. Starting materials: ClC1=CC=C(C=2N1C=CN2)C(=O)OC (methyl 5-chloroimidazo[1,2-a]pyridine-8-carboxylate), C(CCC)[Sn](COCOC)(CCCC)CCCC (tributyl({[(methyloxy)methyl]oxy}methyl)stannane), chloro(di-2-norbonylphosphino)(2′-dimethylamino-1,1′-biphenyl-2-yl)palladium (II). Run in C1(=CC=CC=C1)C (toluene). Reaction conditions: time 1 hour. The product is COCOCC1=CC=C(C=2N1C=CN2)C(=O)OC (methyl 5-({[(methyloxy)methyl]oxy}methyl)imidazo[1,2-a]pyridine-8-carboxylate). The yield is 22.8%. As a reaction SMILES: Cl[C:2]1[N:7]2[CH:8]=[CH:9][N:10]=[C:6]2[C:5]([C:11]([O:13][CH3:14])=[O:12])=[CH:4][CH:3]=1.C([Sn](CCCC)(CCCC)[CH2:20][O:21][CH2:22][O:23][CH3:24])CCC>C1(C)C=CC=CC=1>[CH3:20][O:21][CH2:22][O:23][CH2:24][C:2]1[N:7]2[CH:8]=[CH:9][N:10]=[C:6]2[C:5]([C:11]([O:13][CH3:14])=[O:12])=[CH:4][CH:3]=1. Procedure: To a suspension of methyl 5-chloroimidazo[1,2-a]pyridine-8-carboxylate (1.115 g, 5.29 mmol) and tributyl({[(methyloxy)methyl]oxy}methyl)stannane (2.03 g, 5.56 mmol) in anhydrous toluene (10 mL) was added chloro(di-2-norbonylphosphino)(2′-dimethylamino-1,1′-biphenyl-2-yl)palladium (II) (300 mg, 0.535 mmol). The reaction vessel was sealed and heated in a Biotage Initiator microwave using initial absorption setting high to 170° C. for 1 hour. After cooling the reaction was poured onto a biphasic mi... Reactants: C1CCOC1, C[Si](C)(C)[N-][Si](C)(C)C, CC(=O)c1ccccc1, CC(C)C=O, [Li+]. Yields the product CC(C)C(O)CC(=O)c1ccccc1. RXN SMILES: [CH2:25]1[O:26][CH2:27][CH2:28][CH2:29]1.[CH3:10][Si:11]([N-:12][Si:13]([CH3:14])([CH3:15])[CH3:16])([CH3:17])[CH3:18].[CH3:1][C:2](=[O:3])[c:4]1[cH:5][cH:6][cH:7][cH:8][cH:9]1.[CH:20]([CH:21]([CH3:22])[CH3:23])=[O:24].[Li+:19]>>[CH2:1]([C:2](=[O:3])[c:4]1[cH:5][cH:6][cH:7][cH:8][cH:9]1)[CH:20]([CH:21]([CH3:22])[CH3:23])[OH:24]. The reactants are CI, CN(C)C=O, OC1(C2CC2)CN(C(c2ccccc2)c2ccccc2)C1, [H-], [Na+], O. Yields the product COC1(C2CC2)CN(C(c2ccccc2)c2ccccc2)C1. As a reaction SMILES: [CH3:24][I:25].[CH3:27][N:28]([CH3:29])[CH:30]=[O:31].[CH:1]([c:2]1[cH:3][cH:4][cH:5][cH:6][cH:7]1)([c:8]1[cH:9][cH:10][cH:11][cH:12][cH:13]1)[N:14]1[CH2:15][C:16]([OH:18])([CH:19]2[CH2:20][CH2:21]2)[CH2:17]1.[H-:22].[Na+:23].[OH2:26]>>[CH:1]([c:2]1[cH:3][cH:4][cH:5][cH:6][cH:7]1)([c:8]1[cH:9][cH:10][cH:11][cH:12][cH:13]1)[N:14]1[CH2:15][C:16]([O:18][CH3:24])([CH:19]2[CH2:20][CH2:21]2)[CH2:17]1. RXN SMILES: [CH:1]1([N:4]2[C:13]3[C:8](=[CH:9][C:10]([F:16])=[C:11](F)[C:12]=3[F:14])[C:7](=[O:17])[C:6]([C:18]([OH:20])=[O:19])=[CH:5]2)[CH2:3][CH2:2]1.[NH:21]1[CH2:26][CH2:25][NH:24][CH2:23][CH2:22]1>C(#N)C>[CH:1]1([N:4]2[C:13]3[C:8](=[CH:9][C:10]([F:16])=[C:11]([N:21]4[CH2:26][CH2:25][NH:24][CH2:23][CH2:22]4)[C:12]=3[F:14])[C:7](=[O:17])[C:6]([C:18]([OH:20])=[O:19])=[CH:5]2)[CH2:3][CH2:2]1. Conditions: time 8 hour. The product is C1(CC1)N1C=C(C(C2=CC(=C(C(=C12)F)N1CCNCC1)F)=O)C(=O)O (1-Cyclopropyl-6,8-difluoro-1,4-dihydro-4-oxo-7-(1-piperazinyl)-3-quinolinecarboxylic acid). Procedure details: To 1.00 g (3.53 mmol) of 1-cyclopropyl-6,7,8-trifluoro-1,4-dihydro-4-oxo-3-quinolinecarboxylic acid in 10.0 ml of acetonitrile and 0.54 g (3.53 mmol) of 1,8-diazobicyclo[5.4.0]undec-7-ene, was added 1.70 g (19.7 mmol) of piperazine. The mixture was refluxed for one hour and then stirred overnight. It was concentrated, dissolved in ammonium hydroxide and filtered. The filtrate was then concentrated to one-half volume and filtered to give 0.67 g of the title compound, mp >270° C. Reactants: C1(CC1)N1C=C(C(C2=CC(=C(C(=C12)F)F)F)=O)C(=O)O (1-cyclopropyl-6,7,8-trifluoro-1,4-dihydro-4-oxo-3-quinolinecarboxylic acid), 1,8-diazobicyclo[5.4.0]undec-7-ene, N1CCNCC1 (piperazine). The solvent is C(C)#N (acetonitrile). Isolated yield 54.3%.